From a dataset of the Open Reaction Database (ORD), a public repository of structured organic reaction records. describe an organic reaction: reactants, conditions, products, and yield Starting materials: O (water), C([O-])([O-])=O.[K+].[K+] (potassium carbonate), Cl.NC=1C=CC2=CC3=CC=C(C=C3N=C2C1)N (3,6-diaminoacridine hydrochloride), C(CCCCCCCCCCCCCCCCCCC)Br (1-eicosyl bromide). Run in CN1CCN(C1=O)C (N,N'-dimethylethyleneurea). Run at temperature 50 celsius, time 86 hour. The product is C(CCCCCCCCCCCCCCCCCCC)NC=1C=CC2=CC3=CC=C(C=C3N=C2C1)NCCCCCCCCCCCCCCCCCCCC (3,6-bis(n-eicosylamino)acridine). RXN SMILES: C(=O)([O-])[O-].[K+].[K+].Cl.[NH2:8][C:9]1[CH:10]=[CH:11][C:12]2[C:21]([CH:22]=1)=[N:20][C:19]1[C:14](=[CH:15][CH:16]=[C:17]([NH2:23])[CH:18]=1)[CH:13]=2.[CH2:24](Br)[CH2:25][CH2:26][CH2:27][CH2:28][CH2:29][CH2:30][CH2:31][CH2:32][CH2:33][CH2:34][CH2:35][CH2:36][CH2:37][CH2:38][CH2:39][CH2:40][CH2:41][CH2:42][CH3:43].O>CN1C(=O)N(C)CC1>[CH2:24]([NH:23][C:17]1[CH:16]=[CH:15][C:14]2[C:19]([CH:18]=1)=[N:20][C:21]1[C:12](=[CH:11][CH:10]=[C:9]([NH:8][CH2:43][CH2:42][CH2:41][CH2:40][CH2:39][CH2:38][CH2:37][CH2:36][CH2:35][CH2:34][CH2:33][CH2:32][CH2:31][CH2:30][CH2:29][CH2:28][CH2:27][CH2:26][CH2:25][CH3:24])[CH:22]=1)[CH:13]=2)[CH2:25][CH2:26][CH2:27][CH2:28][CH2:29][CH2:30][CH2:31][CH2:32][CH2:33][CH2:34][CH2:35][CH2:36][CH2:37][CH2:38][CH2:39][CH2:40][CH2:41][CH2:42][CH3:43] |f:0.1.2,3.4|. Procedure: 2.53 g of anhydrous potassium carbonate are added to a solution of 2.5 g of 3,6-diaminoacridine hydrochloride and 2.95 g of 1-eicosyl bromide in 20 ml of N,N'-dimethylethyleneurea, and the mixture is stirred at 50° C. for 86 hours. The cooled reaction mixture is subsequently poured into water, and the orange-brown suspension is extracted with methylene chloride. The organic phase is washed with water and dried over sodium sulfate. After evaporation, 2N HCl is added to the brown oil. The red prec... Reactants: C[O-], CO, O=CCCC(=O)Cc1ccc(F)cc1, [Na+]. Product: O=C1CCC=C1c1ccc(F)cc1. Reaction SMILES: [CH3:15][O-:16].[CH3:18][OH:19].[F:1][c:2]1[cH:3][cH:4][c:5]([CH2:8][C:9]([CH2:10][CH2:11][CH:12]=[O:13])=[O:14])[cH:6][cH:7]1.[Na+:17]>>[F:1][c:2]1[cH:3][cH:4][c:5]([C:8]2=[CH:12][CH2:11][CH2:10][C:9]2=[O:14])[cH:6][cH:7]1. Run in CO (methanol). Procedure: To a solution of 4-(2-methoxy-5-methylsulfanylphenyl)-4-methyl-2-trifluoromethylpentane-1,2-diol (1.5 g, 5.3 mmol) in 25 mL of methanol was added 2.4 g of lead (IV) acetate (Pb(OAc)4) and the reaction mixture was stirred until TLC indicated the reaction was complete, after several hours. The reaction mixture was then filtered through a bed of diatomaceous earth and the filtrate was concentrated in vacuo to afford 1.12 g (83.8% yield) of 1,1,1-trifluoro-4-(2-methoxy-5-methylsulfanylphenyl)-4-meth... The reactants are COC1=C(C=C(C=C1)SC)C(CC(CO)(O)C(F)(F)F)(C)C (4-(2-methoxy-5-methylsulfanylphenyl)-4-methyl-2-trifluoromethylpentane-1,2-diol), C(C)(=O)[O-].[Pb+4].C(C)(=O)[O-].C(C)(=O)[O-].C(C)(=O)[O-] (lead (IV) acetate). RXN SMILES: [CH3:1][O:2][C:3]1[CH:8]=[CH:7][C:6]([S:9][CH3:10])=[CH:5][C:4]=1[C:11]([CH3:22])([CH3:21])[CH2:12][C:13]([C:17]([F:20])([F:19])[F:18])([OH:16])CO.C([O-])(=O)C.[Pb+4].C([O-])(=O)C.C([O-])(=O)C.C([O-])(=O)C>CO>[F:20][C:17]([F:18])([F:19])[C:13](=[O:16])[CH2:12][C:11]([C:4]1[CH:5]=[C:6]([S:9][CH3:10])[CH:7]=[CH:8][C:3]=1[O:2][CH3:1])([CH3:22])[CH3:21] |f:1.2.3.4.5|. Isolated yield 69.0%. Product: FC(C(CC(C)(C)C1=C(C=CC(=C1)SC)OC)=O)(F)F (1,1,1-trifluoro-4-(2-methoxy-5-methylsulfanylphenyl)-4-methylpentan-2-one). Starting materials: CC1=C(C(=CC(=C1)C)C)B(O)O (2,4,6-trimethylphenylboronic acid), C([O-])([O-])=O.[K+].[K+] (potassium carbonate), C1(=CC=CC=C1)P(C1=CC=CC=C1)C1=CC=CC=C1 (Triphenylphosphine), BrC1=CC2=C(N=C(N=N2)NC2=CC=CC=C2)C(=C1)C ((7-Bromo-5-methyl-benzo[1,2,4]triazin-3-yl)-phenyl-amine). The reagents and catalysts are [Pd].[Pd].C(C1=CC=CC=C1)=CC(=O)C=CC1=CC=CC=C1.C(C1=CC=CC=C1)=CC(=O)C=CC1=CC=CC=C1.C(C1=CC=CC=C1)=CC(=O)C=CC1=CC=CC=C1 (tris(dibenzylideneacetone) dipalladium (0)). The solvent is C(C)O (ethanol), O (water), CN(C(C)=O)C (N,N-Dimethylacetamide). Product: CC1=CC(=CC2=C1N=C(N=N2)NC2=CC=CC=C2)C2=C(C=C(C=C2C)C)C ([5-Methyl-7-(2,4,6-trimethyl-phenyl)-benzo[1,2,4]triazin-3-yl]-phenyl-amine). The yield is 26.4%. Reaction SMILES: Br[C:2]1[CH:18]=[C:17]([CH3:19])[C:5]2[N:6]=[C:7]([NH:10][C:11]3[CH:16]=[CH:15][CH:14]=[CH:13][CH:12]=3)[N:8]=[N:9][C:4]=2[CH:3]=1.[CH3:20][C:21]1[CH:26]=[C:25]([CH3:27])[CH:24]=[C:23]([CH3:28])[C:22]=1B(O)O.C(=O)([O-])[O-].[K+].[K+].C1(P(C2C=CC=CC=2)C2C=CC=CC=2)C=CC=CC=1>CN(C)C(=O)C.C(O)C.O.[Pd].[Pd].C(=CC(C=CC1C=CC=CC=1)=O)C1C=CC=CC=1.C(=CC(C=CC1C=CC=CC=1)=O)C1C=CC=CC=1.C(=CC(C=CC1C=CC=CC=1)=O)C1C=CC=CC=1>[CH3:19][C:17]1[C:5]2[N:6]=[C:7]([NH:10][C:11]3[CH:16]=[CH:15][CH:14]=[CH:13][CH:12]=3)[N:8]=[N:9][C:4]=2[CH:3]=[C:2]([C:22]2[C:23]([CH3:28])=[CH:24][C:25]([CH3:27])=[CH:26][C:21]=2[CH3:20])[CH:18]=1 |f:2.3.4,9.10.11.12.13|. Procedure: To a solution of (7-Bromo-5-methyl-benzo[1,2,4]triazin-3-yl)-phenyl-amine (10 mg, 0.032 mmol) dissolved in 2 ml N,N-Dimethylacetamide in a 20 ml vial, 2,4,6-trimethylphenylboronic acid (21 mg, 0.128 mmol) dissolved in 1 ml ethanol and potassium carbonate (6.4 mg, 0.06 mmol) dissolved in 1 ml water were added. Triphenylphosphine (1 mg, 0.0038 mmol) and tris(dibenzylideneacetone) dipalladium (0) (1 mg, 1.09 umol) were added to the mixture. The mixture was reflux overnight. The crude product was fi... Starting materials: CCCCCCCCCCCCCCCC(=O)O (C16:0), CCCCCCCCCCCCCCCCCC(=O)O (C18:0). The product is CCCCCCCCCCCCCC(=O)O (C14:0). As a reaction SMILES: CC[CH2:3][CH2:4][CH2:5][CH2:6][CH2:7][CH2:8][CH2:9][CH2:10][CH2:11][CH2:12][CH2:13][CH2:14][CH2:15][C:16]([OH:18])=[O:17].CCCCCCCCCCCCCCCCCC(O)=O>>[CH3:3][CH2:4][CH2:5][CH2:6][CH2:7][CH2:8][CH2:9][CH2:10][CH2:11][CH2:12][CH2:13][CH2:14][CH2:15][C:16]([OH:18])=[O:17]. Procedure details: C16:0 56.9; C18:0 6.9; Starting materials: CC(C)(C)[SiH2]OC(C)(C)C(CO[Si](C)(C)C(C)(C)C)COS(C)(=O)=O, CN1CCCC1CO. Product: CN1CCCC1CCOS(C)(=O)=O. Reaction SMILES: [C:9]([Si:10]([CH3:11])([CH3:12])[O:13][CH2:14][CH:15]([C:16]([CH3:23])([CH3:24])[O:25][SiH2:26][C:27]([CH3:28])([CH3:29])[CH3:30])[CH2:17][O:18][S:19](=[O:20])(=[O:21])[CH3:22])([CH3:31])([CH3:32])[CH3:33].[CH3:1][N:2]1[CH:3]([CH2:7][OH:8])[CH2:4][CH2:5][CH2:6]1>>[CH3:1][N:2]1[CH:3]([CH2:7][CH2:17][O:18][S:19](=[O:20])(=[O:21])[CH3:22])[CH2:4][CH2:5][CH2:6]1.